From a dataset of the Open Reaction Database (ORD), a public repository of structured organic reaction records. describe an organic reaction: reactants, conditions, products, and yield Starting materials: NC1=NC(=CC=C1)C (2-amino-6-methylpyridine), OC1=C(CN(C2=CC=CC=C12)C1=CC=CC=C1)C(=O)OCC (1,2-dihydro-4-hydroxy-1-phenyl-3-quinolinecarboxylic acid, ethyl ester). Run in C1(=CC=CC=C1)C (toluene). The product is OC1=C(CN(C2=CC=CC=C12)C1=CC=CC=C1)C(=O)NC1=NC(=CC=C1)C (1,2-dihydro-4-hydroxy-N-(6-methyl-2-pyridyl)-1-phenyl-3-quinolinecarboxamide). The yield is 43.8%. Reaction SMILES: [NH2:1][C:2]1[CH:7]=[CH:6][CH:5]=[C:4]([CH3:8])[N:3]=1.[OH:9][C:10]1[C:19]2[C:14](=[CH:15][CH:16]=[CH:17][CH:18]=2)[N:13]([C:20]2[CH:25]=[CH:24][CH:23]=[CH:22][CH:21]=2)[CH2:12][C:11]=1[C:26](OCC)=[O:27]>C1(C)C=CC=CC=1>[OH:9][C:10]1[C:19]2[C:14](=[CH:15][CH:16]=[CH:17][CH:18]=2)[N:13]([C:20]2[CH:21]=[CH:22][CH:23]=[CH:24][CH:25]=2)[CH2:12][C:11]=1[C:26]([NH:1][C:2]1[CH:7]=[CH:6][CH:5]=[C:4]([CH3:8])[N:3]=1)=[O:27]. Procedure: A solution of 5.49 g of 2-amino-6-methylpyridine and 10.0 g of 1,2-dihydro-4-hydroxy-1-phenyl-3-quinolinecarboxylic acid, ethyl ester in 250 ml of toluene was refluxed overnight in a soxhlet apparatus containing 10 g of 4 Å molecular sieves. Evaporation of the volatiles afforded a residue which was purified by means of high pressure liquid chromatography (silica gel: 2% ethyl acetate-dichloromethane). The resultant solution was degassed and evaporated. Recrystallization of the residue from dieth... The reactants are C(C)(=O)NC1=C2C=CC(=C(C2=CC=C1)OC(C)=O)S(=O)(=O)Cl (5-acetamido-1-acetoxynaphthalene-2-sulfonyl chloride), Cl (hydrochloric acid), sulfonamide, C(Cl)(Cl)Cl (chloroform), C([O-])([O-])=O.[NH4+].[NH4+] (ammonium carbonate). The solvent is O (water). Product: C(C)(=O)NC1=C2C=CC(=C(C2=CC=C1)O)S(=O)(=O)N (5-acetamido-1-hydroxynaphthalene-2-sulfonamide). Reaction SMILES: [C:1]([NH:4][C:5]1[CH:14]=[CH:13][CH:12]=[C:11]2[C:6]=1[CH:7]=[CH:8][C:9]([S:19](Cl)(=[O:21])=[O:20])=[C:10]2[O:15]C(=O)C)(=[O:3])[CH3:2].C(Cl)(Cl)Cl.C(=O)([O-])[O-].[NH4+:31].[NH4+].Cl>O>[C:1]([NH:4][C:5]1[CH:14]=[CH:13][CH:12]=[C:11]2[C:6]=1[CH:7]=[CH:8][C:9]([S:19]([NH2:31])(=[O:21])=[O:20])=[C:10]2[OH:15])(=[O:3])[CH3:2] |f:2.3.4|. Reported procedure: The 5-acetamido-1-hydroxynaphthalene-2-sulfonamide was prepared by dissolving 10.8 g. of 5-acetamido-1-acetoxynaphthalene-2-sulfonyl chloride in 10 ml. dry chloroform and heating on the steam bath with 25.0 g. anhydrous ammonium carbonate for 2.5 hours. The yellow-brown solid was dissolved by heating with 50 ml. water on the steam bath for 4 hours. Acidification with dilute hydrochloric acid to pH 5 caused the sulfonamide to precipitate. It was filtered off, washed and dried, yielding 5.61 g. (6...